Dataset: the Open Reaction Database (ORD), a public repository of structured organic reaction records. Task: describe an organic reaction: reactants, conditions, products, and yield The reactants are CN(C)C=O, [H-], [Na+], O, OCCN1CCCC1, Cc1ccc(S(=O)(=O)OCCSC2CCC3(C)C(CCC4C3CCC3(C)C(c5ccoc5)CCC43O)C2)cc1. Product: CC12CCC(SCCOCCN3CCCC3)CC1CCC1C2CCC2(C)C(c3ccoc3)CCC12O. As a reaction SMILES: [CH3:51][N:52]([CH3:53])[CH:54]=[O:55].[H-:10].[Na+:9].[OH2:50].[OH:1][CH2:2][CH2:3][N:4]1[CH2:5][CH2:6][CH2:7][CH2:8]1.[S:11]([O:12][CH2:22][CH2:23][S:24][CH:25]1[CH2:26][CH:27]2[CH2:28][CH2:29][CH:30]3[C:31]4([OH:49])[CH2:32][CH2:33][CH:34]([c:44]5[cH:45][o:46][cH:47][cH:48]5)[C:35]4([CH3:36])[CH2:37][CH2:38][CH:39]3[C:40]2([CH3:43])[CH2:41][CH2:42]1)([c:13]1[cH:14][cH:15][c:16]([CH3:17])[cH:18][cH:19]1)(=[O:20])=[O:21]>>[O:1]([CH2:2][CH2:3][N:4]1[CH2:5][CH2:6][CH2:7][CH2:8]1)[CH2:22][CH2:23][S:24][CH:25]1[CH2:26][CH:27]2[CH2:28][CH2:29][CH:30]3[C:31]4([OH:49])[CH2:32][CH2:33][CH:34]([c:44]5[cH:45][o:46][cH:47][cH:48]5)[C:35]4([CH3:36])[CH2:37][CH2:38][CH:39]3[C:40]2([CH3:43])[CH2:41][CH2:42]1. Starting materials: Cc1cc2cc(Br)ccc2[nH]1, [Li]C(C)(C)C, C1CCOC1, CC(C)OB1OC(C)(C)C(C)(C)O1, [KH]. The product is Cc1cc2cc(B3OC(C)(C)C(C)(C)O3)ccc2[nH]1. Reaction SMILES: [Br:1][c:2]1[cH:3][c:4]2[cH:5][c:6]([CH3:11])[nH:7][c:8]2[cH:9][cH:10]1.[C:13]([Li:14])([CH3:15])([CH3:16])[CH3:17].[CH2:31]1[O:32][CH2:33][CH2:34][CH2:35]1.[CH:18]([O:19][B:22]1[O:23][C:24]([CH3:29])([CH3:30])[C:25]([CH3:27])([CH3:28])[O:26]1)([CH3:20])[CH3:21].[KH:12]>>[c:2]1([B:22]2[O:23][C:24]([CH3:29])([CH3:30])[C:25]([CH3:27])([CH3:28])[O:26]2)[cH:3][c:4]2[cH:5][c:6]([CH3:11])[nH:7][c:8]2[cH:9][cH:10]1. Starting materials: C(C1=CC=CC=C1)N1CCN(CC1)C1=C(C=CC=C1)N (2-[4-benzylpiperazinyl]phenylamine), N1=CC=CC=C1 (pyridine), C(=O)(O)[O-].[Na+] (NaHCO3), CS(=O)(=O)Cl (methanesulfonyl chloride). Solvent: C(CCl)Cl (ClCH2CH2Cl). Product: CS(=O)(=O)NC1=C(C=CC=C1)N1CCN(CC1)CC1=CC=CC=C1 ((Methylsulfonyl){2-[4-Benzylpiperazinyl]Phenyl}Amine). Yield: 95.7%. RXN SMILES: [CH2:1]([N:8]1[CH2:13][CH2:12][N:11]([C:14]2[CH:19]=[CH:18][CH:17]=[CH:16][C:15]=2[NH2:20])[CH2:10][CH2:9]1)[C:2]1[CH:7]=[CH:6][CH:5]=[CH:4][CH:3]=1.N1C=CC=CC=1.[CH3:27][S:28](Cl)(=[O:30])=[O:29].C([O-])(O)=O.[Na+]>C(Cl)CCl>[CH3:27][S:28]([NH:20][C:15]1[CH:16]=[CH:17][CH:18]=[CH:19][C:14]=1[N:11]1[CH2:10][CH2:9][N:8]([CH2:1][C:2]2[CH:3]=[CH:4][CH:5]=[CH:6][CH:7]=2)[CH2:13][CH2:12]1)(=[O:30])=[O:29] |f:3.4|. Procedure details: To a round-bottomed flask equipped with magnetic stirring was added 2-[4-benzylpiperazinyl]phenylamine (34 g, 127 mmol) in ClCH2CH2Cl (100 mL) and pyridine (12 mL, 140 mmol). The reaction mixture was stirred for 5 min. To the reaction was added methanesulfonyl chloride (Aldrich) (11 mL, 139 mmol), and the reaction mixture was heated at reflux for 18 h. After cooling to RT a satd soln of NaHCO3 (50 mL) was added. The organic layer was separated, and the aqueous layer was extracted with CH2Cl2 (2×... Reactants: CC(=O)C1=CC(=C(C=C1Cl)Cl)F (2,4-dichloro-5-fluoroacetophenone), haloform, [PH2](=O)[O-].[Na+] (sodium hypophosphite). The product is ClC1=C(C(=O)O)C=C(C(=C1)Cl)F (2,4-dichloro-5-fluorobenzoic acid). As a reaction SMILES: C[C:2]([C:4]1[C:9]([Cl:10])=[CH:8][C:7]([Cl:11])=[C:6]([F:12])[CH:5]=1)=[O:3].[PH2]([O-])=[O:14].[Na+]>>[Cl:10][C:9]1[CH:8]=[C:7]([Cl:11])[C:6]([F:12])=[CH:5][C:4]=1[C:2]([OH:3])=[O:14] |f:1.2|. Procedure: Namely, 2,4-dichloro-5-fluoroacetophenone is subjected to a haloform reaction in a 12% sodium hypophosphite aqueous solution to obtain 2,4-dichloro-5-fluorobenzoic acid. Then, this benzoic acid is reacted with an alcohol or with a phenol in the presence of an acid catalyst to obtain the above-mentioned fluorine-containing benzoate. Starting materials: BrCc1ccccc1, CC(=O)c1c(N)c2cc(-c3ccc(Cl)cc3)c(-c3ccc(Cl)cc3Cl)nc2n(C)c1=O, O=C([O-])[O-], C1CCOC1, [H-], [K+], [K+], [Na+]. Yields the product CC(=O)c1c(NCc2ccccc2)c2cc(-c3ccc(Cl)cc3)c(-c3ccc(Cl)cc3Cl)nc2n(C)c1=O. RXN SMILES: [Br:38][CH2:39][c:40]1[cH:41][cH:42][cH:43][cH:44][cH:45]1.[C:1]([CH3:2])(=[O:3])[c:4]1[c:5](=[O:31])[n:6]([CH3:30])[c:7]2[n:8][c:9](-[c:22]3[c:23]([Cl:29])[cH:24][c:25]([Cl:28])[cH:26][cH:27]3)[c:10](-[c:15]3[cH:16][cH:17][c:18]([Cl:21])[cH:19][cH:20]3)[cH:11][c:12]2[c:13]1[NH2:14].[C:32](=[O:33])([O-:34])[O-:35].[CH2:48]1[O:49][CH2:50][CH2:51][CH2:52]1.[H-:46].[K+:36].[K+:37].[Na+:47]>>[C:1]([CH3:2])(=[O:3])[c:4]1[c:5](=[O:31])[n:6]([CH3:30])[c:7]2[n:8][c:9](-[c:22]3[c:23]([Cl:29])[cH:24][c:25]([Cl:28])[cH:26][cH:27]3)[c:10](-[c:15]3[cH:16][cH:17][c:18]([Cl:21])[cH:19][cH:20]3)[cH:11][c:12]2[c:13]1[NH:14][CH2:39][c:40]1[cH:41][cH:42][cH:43][cH:44][cH:45]1. Reactants: CCCCOC(=O)N1CCN(C(=O)C(N)CCCO[Si](c2ccccc2)(c2ccccc2)C(C)(C)C)CC1, ClCCCl, O=C(O)c1cc(OCC(=O)N2CCCC2C(=O)NC2CCC2)n(-c2ccccc2)n1, CCN(C(C)C)C(C)C, Cl, CN(C)C=O, On1nnc2ccccc21. Product: CCCCOC(=O)N1CCN(C(=O)C(CCCO[Si](c2ccccc2)(c2ccccc2)C(C)(C)C)NC(=O)c2cc(OCC(=O)N3CCCC3C(=O)NC3CCC3)n(-c3ccccc3)n2)CC1. Reaction SMILES: [CH2:51]([CH2:52][CH2:53][CH3:54])[O:55][C:56](=[O:57])[N:58]1[CH2:59][CH2:60][N:61]([C:64]([CH:65]([CH2:66][CH2:67][CH2:68][O:69][Si:70]([c:71]2[cH:72][cH:73][cH:74][cH:75][cH:76]2)([c:77]2[cH:78][cH:79][cH:80][cH:81][cH:82]2)[C:83]([CH3:84])([CH3:85])[CH3:86])[NH2:87])=[O:88])[CH2:62][CH2:63]1.[CH2:94]([Cl:95])[CH2:96][Cl:97].[CH:1]1([NH:5][C:6](=[O:7])[CH:8]2[N:9]([C:13]([CH2:14][O:15][c:16]3[cH:17][c:18]([C:27](=[O:28])[OH:29])[n:19][n:20]3-[c:21]3[cH:22][cH:23][cH:24][cH:25][cH:26]3)=[O:30])[CH2:10][CH2:11][CH2:12]2)[CH2:2][CH2:3][CH2:4]1.[CH:41]([N:42]([CH2:43][CH3:44])[CH:45]([CH3:46])[CH3:47])([CH3:48])[CH3:49].[ClH:50].[O:89]=[CH:90][N:91]([CH3:92])[CH3:93].[OH:31][n:32]1[c:33]2[c:34]([cH:35][cH:36][cH:37][cH:38]2)[n:39][n:40]1>>[CH:1]1([NH:5][C:6](=[O:7])[CH:8]2[N:9]([C:13]([CH2:14][O:15][c:16]3[cH:17][c:18]([C:27](=[O:28])[NH:87][CH:65]([C:64]([N:61]4[CH2:60][CH2:59][N:58]([C:56]([O:55][CH2:51][CH2:52][CH2:53][CH3:54])=[O:57])[CH2:63][CH2:62]4)=[O:88])[CH2:66][CH2:67][CH2:68][O:69][Si:70]([c:71]4[cH:72][cH:73][cH:74][cH:75][cH:76]4)([c:77]4[cH:78][cH:79][cH:80][cH:81][cH:82]4)[C:83]([CH3:84])([CH3:85])[CH3:86])[n:19][n:20]3-[c:21]3[cH:22][cH:23][cH:24][cH:25][cH:26]3)=[O:30])[CH2:10][CH2:11][CH2:12]2)[CH2:2][CH2:3][CH2:4]1. Starting materials: C([O-])(O)=O.[Na+] (sodium bicarbonate), CC1=NC=C(C=C1)B(O)O (2-methyl-5-pyridinylboronic acid), OC=1C=2C=3C(=CN(C2C=CC1)CC1=C(C=CC=C1)I)C(N(N3)C3=C(C=CC=C3)C)=O (9-Hydroxy-5-[(iodophenyl)methyl]-2-(2-methylphenyl)-2,5-dihydro-3H-pyrazolo[4,3-c]quinolin-3-one), C([O-])([O-])=O.[Cs+].[Cs+] (cesium carbonate), CC1=NC=C(C=C1)B(O)O.B(O)O (boronic acid 2-methyl-5-pyridinylboronic acid). Reagents/catalysts: CC(C)([P](C(C)(C)C)([Pd][P](C(C)(C)C)(C(C)(C)C)C(C)(C)C)C(C)(C)C)C (bis(tri-tert-butylphosphine)palladium(0)), [Cu]Cl (copper(I) chloride), CC(C)([P](C(C)(C)C)([Pd][P](C(C)(C)C)(C(C)(C)C)C(C)(C)C)C(C)(C)C)C (bis(tri-tert-butylphosphine)palladium(0)). Run in O (water), O1CCCC1 (tetrahydrofuran). Reaction conditions: temperature 70 celsius, time 2 hour. Product: OC=1C=2C=3C(=CN(C2C=CC1)CC1=CC=C(C=C1)C=1C=NC(=CC1)C)C(N(N3)C3=C(C=CC=C3)C)=O (9-Hydroxy-2-(2-methylphenyl)-5-{[4-(6-methylpyridin-3-yl)phenyl]methyl}-2,5-dihydro-3H-pyrazolo[4,3-c]quinolin-3-one). RXN SMILES: [OH:1][C:2]1[C:3]2[C:4]3[C:5]([C:20](=[O:30])[N:21]([C:23]4[CH:28]=[CH:27][CH:26]=[CH:25][C:24]=4[CH3:29])[N:22]=3)=[CH:6][N:7]([CH2:12][C:13]3[CH:18]=[CH:17][CH:16]=[CH:15][C:14]=3I)[C:8]=2[CH:9]=[CH:10][CH:11]=1.[CH3:31][C:32]1[CH:37]=[CH:36][C:35](B(O)O)=[CH:34][N:33]=1.C(=O)([O-])[O-].[Cs+].[Cs+].CC1C=CC(B(O)O)=CN=1.B(O)O.C(=O)(O)[O-].[Na+]>O1CCCC1.CC(C)([P](C(C)(C)C)([Pd][P](C(C)(C)C)(C(C)(C)C)C(C)(C)C)C(C)(C)C)C.[Cu]Cl.O>[OH:1][C:2]1[C:3]2[C:4]3[C:5]([C:20](=[O:30])[N:21]([C:23]4[CH:28]=[CH:27][CH:26]=[CH:25][C:24]=4[CH3:29])[N:22]=3)=[CH:6][N:7]([CH2:12][C:13]3[CH:18]=[CH:17][C:16]([C:35]4[CH:34]=[N:33][C:32]([CH3:31])=[CH:37][CH:36]=4)=[CH:15][CH:14]=3)[C:8]=2[CH:9]=[CH:10][CH:11]=1 |f:2.3.4,5.6,7.8,^1:72,78|. Procedure: 9-Hydroxy-5-[(iodophenyl)methyl]-2-(2-methylphenyl)-2,5-dihydro-3H-pyrazolo[4,3-c]quinolin-3-one (Example 728, 0.28 g, 0.56 mmol) was dissolved in tetrahydrofuran (5 mL) and treated with bis(tri-tert-butylphosphine)palladium(0) (57 mg, 0.11 mmol, 0.2 equiv), copper(I) chloride (55 mg, 0.56 mmol, 1 equiv), 2-methyl-5-pyridinylboronic acid (0.15 g, 1.1 mmol, 2 equiv) and an aqueous solution (2 mL) of cesium carbonate (0.45 g, 1.4 mmol, 2.5 equiv). The mixture was placed into a preheated oil bath a...